From a dataset of the Open Reaction Database (ORD), a public repository of structured organic reaction records. describe an organic reaction: reactants, conditions, products, and yield Reactants: FC=1C=CC(=NC1)C1=C(N(N=N1)C)COC1=NC=C(C(=O)O)C=C1 (6-[5-(5-fluoro-pyridin-2-yl)-3-methyl-3H-[1,2,3]triazol-4-ylmethoxy]-nicotinic acid), NC(CO)(C)C (2-amino-2-methyl-1-propanol). Yields the product FC=1C=CC(=NC1)C1=C(N(N=N1)C)COC1=NC=C(C(=O)NC(CO)(C)C)C=C1 (6-[5-(5-Fluoro-pyridin-2-yl)-3-methyl-3H-[1,2,3]triazol-4-ylmethoxy]-N-(2-hydroxy-1,1-dimethyl-ethyl)-nicotinamide). Yield: 97.0%. As a reaction SMILES: [F:1][C:2]1[CH:3]=[CH:4][C:5]([C:8]2[N:12]=[N:11][N:10]([CH3:13])[C:9]=2[CH2:14][O:15][C:16]2[CH:24]=[CH:23][C:19]([C:20]([OH:22])=O)=[CH:18][N:17]=2)=[N:6][CH:7]=1.[NH2:25][C:26]([CH3:30])([CH3:29])[CH2:27][OH:28]>>[F:1][C:2]1[CH:3]=[CH:4][C:5]([C:8]2[N:12]=[N:11][N:10]([CH3:13])[C:9]=2[CH2:14][O:15][C:16]2[CH:24]=[CH:23][C:19]([C:20]([NH:25][C:26]([CH3:30])([CH3:29])[CH2:27][OH:28])=[O:22])=[CH:18][N:17]=2)=[N:6][CH:7]=1. Procedure details: As described for example 35b, 6-[5-(5-fluoro-pyridin-2-yl)-3-methyl-3H-[1,2,3]triazol-4-ylmethoxy]-nicotinic acid (80 mg, 0.24 mmol) was converted, using 2-amino-2-methyl-1-propanol instead of 4-aminotetrahydropyran, to the title compound (94 mg, 97%) which was obtained as a white solid. MS: m/e=401.3 [M+H]+. Reactants: CCOc1ccc(Oc2ccc(CN)cc2)cc1, Cc1nc(C)c(C(=O)O)s1, ClC(Cl)Cl, O. Yields the product CCOc1ccc(Oc2ccc(CNC(=O)c3sc(C)nc3C)cc2)cc1. Reaction SMILES: [CH2:11]([CH3:12])[O:13][c:14]1[cH:15][cH:16][c:17]([O:18][c:19]2[cH:20][cH:21][c:22]([CH2:23][NH2:24])[cH:25][cH:26]2)[cH:27][cH:28]1.[CH3:1][c:2]1[s:3][c:4]([C:8](=[O:9])[OH:10])[c:5]([CH3:7])[n:6]1.[CH:30]([Cl:31])([Cl:32])[Cl:33].[OH2:29]>>[CH3:1][c:2]1[s:3][c:4]([C:8](=[O:10])[NH:24][CH2:23][c:22]2[cH:21][cH:20][c:19]([O:18][c:17]3[cH:16][cH:15][c:14]([O:13][CH2:11][CH3:12])[cH:28][cH:27]3)[cH:26][cH:25]2)[c:5]([CH3:7])[n:6]1.